Dataset: the Open Reaction Database (ORD), a public repository of structured organic reaction records. Task: describe an organic reaction: reactants, conditions, products, and yield Starting materials: C(CC(=O)OCC)(=O)OCC (diethyl malonate), ClCC=1C=NOC1C=1SC(=C(C1)Cl)Cl (4-chloromethyl-5-(4,5-dichloro-2-thienyl)isoxazole), [H-].[Na+] (sodium hydride), Cl (hydrochloric acid). Run in O1CCCC1 (tetrahydrofuran), O (water), O1CCCC1 (tetrahydrofuran). Reaction conditions: time 10 minute. Yields the product ClC=1C=C(SC1Cl)C1=C(C=NO1)CCC(=O)O (3-[5-(4,5-dichloro-2-thienyl)-4-isoxazolyl]propionic acid). Isolated yield 78.8%. Reaction SMILES: [C:1]([O:9]CC)(=[O:8])[CH2:2][C:3](OCC)=O.[H-].[Na+].ClC[C:16]1[CH:17]=[N:18][O:19][C:20]=1[C:21]1[S:22][C:23]([Cl:27])=[C:24]([Cl:26])[CH:25]=1.Cl>O1CCCC1.O>[Cl:26][C:24]1[CH:25]=[C:21]([C:20]2[O:19][N:18]=[CH:17][C:16]=2[CH2:3][CH2:2][C:1]([OH:9])=[O:8])[S:22][C:23]=1[Cl:27] |f:1.2|. Procedure details: To a solution of diethyl malonate (3.55 g) in tetrahydrofuran (50 ml) was gradually added sodium hydride (60%, oil, 710 mg) at 0° C. The mixture was stirred for 10 min and a solution of 4-chloromethyl-5-(4,5-dichloro-2-thienyl)isoxazole (2.38 g) in tetrahydrofuran (50 ml) was added dropwise at 0° C. The mixture was stirred at room temperature for 15 hr. The reaction mixture was poured into water, acidified with 2N hydrochloric acid and extracted with ethyl acetate. The ethyl acetate layer was wa... The product is CCOC(OCC)C1CC(C)(C)CCC1=O. Reaction SMILES: [CH2:17]([CH3:18])[O:19][CH+:20][O:21][CH2:22][CH3:23].[F:12][B-:13]([F:14])([F:15])[F:16].[OH:1][CH:2]=[C:3]1[C:4](=[O:11])[CH2:5][CH2:6][C:7]([CH3:9])([CH3:10])[CH2:8]1>>[CH:3]1([CH:20]([O:19][CH2:17][CH3:18])[O:21][CH2:22][CH3:23])[C:4](=[O:11])[CH2:5][CH2:6][C:7]([CH3:9])([CH3:10])[CH2:8]1. The reactants are CCO[CH+]OCC, F[B-](F)(F)F, CC1(C)CCC(=O)C(=CO)C1. Reactants: O1CCN(CC1)C(=O)C1=CC(=C(C=C1)[N+](=O)[O-])C(F)(F)F (morpholino(4-nitro-3-(trifluoromethyl)phenyl)methanone). The reagents and catalysts are [Pd] (Pd/C). Run in C(C)O (ethanol). The product is NC1=C(C=C(C=C1)C(=O)N1CCOCC1)C(F)(F)F ((4-amino-3-(trifluoromethyl)phenyl)(morpholino)methanone). RXN SMILES: [O:1]1[CH2:6][CH2:5][N:4]([C:7]([C:9]2[CH:14]=[CH:13][C:12]([N+:15]([O-])=O)=[C:11]([C:18]([F:21])([F:20])[F:19])[CH:10]=2)=[O:8])[CH2:3][CH2:2]1>C(O)C.[Pd]>[NH2:15][C:12]1[CH:13]=[CH:14][C:9]([C:7]([N:4]2[CH2:3][CH2:2][O:1][CH2:6][CH2:5]2)=[O:8])=[CH:10][C:11]=1[C:18]([F:21])([F:20])[F:19]. Reported procedure: A mixture of EXAMPLE 144A (13 g) and Pd/C (1.3 g, 10%) in ethanol (300 mL) was stirred under hydrogen at room temperature for two days. The catalyst was filtered off and the solvent was evaporated to provide the final compound.